From a dataset of the Open Reaction Database (ORD), a public repository of structured organic reaction records. describe an organic reaction: reactants, conditions, products, and yield The product is Cc1cc(Sc2cc(C#CCc3ccccc3)cc(OCCCN3CCOCC3)c2)ccc1OCC(=O)O. Reaction SMILES: [CH2:1]([CH3:2])[O:3][C:4]([CH2:5][O:6][c:7]1[c:8]([CH3:39])[cH:9][c:10]([S:13][c:14]2[cH:15][c:16]([O:29][CH2:30][CH2:31][CH2:32][N:33]3[CH2:34][CH2:35][O:36][CH2:37][CH2:38]3)[cH:17][c:18]([C:20]#[C:21][CH2:22][c:23]3[cH:24][cH:25][cH:26][cH:27][cH:28]3)[cH:19]2)[cH:11][cH:12]1)=[O:40].[CH3:44][CH2:45][OH:46].[ClH:43].[Na+:42].[OH-:41]>>[O:3]=[C:4]([CH2:5][O:6][c:7]1[c:8]([CH3:39])[cH:9][c:10]([S:13][c:14]2[cH:15][c:16]([O:29][CH2:30][CH2:31][CH2:32][N:33]3[CH2:34][CH2:35][O:36][CH2:37][CH2:38]3)[cH:17][c:18]([C:20]#[C:21][CH2:22][c:23]3[cH:24][cH:25][cH:26][cH:27][cH:28]3)[cH:19]2)[cH:11][cH:12]1)[OH:40]. Starting materials: CCOC(=O)COc1ccc(Sc2cc(C#CCc3ccccc3)cc(OCCCN3CCOCC3)c2)cc1C, CCO, Cl, [Na+], [OH-]. Starting materials: CCO, c1ccc2c(OCC3CO3)cccc2c1, c1ccc(C2CCNCC2)cc1. Yields the product OC(COc1cccc2ccccc12)CN1CCC(c2ccccc2)CC1. RXN SMILES: [CH3:28][CH2:29][OH:30].[O:1]1[CH2:2][CH:3]1[CH2:4][O:5][c:6]1[cH:7][cH:8][cH:9][c:10]2[cH:11][cH:12][cH:13][cH:14][c:15]12.[c:16]1([CH:22]2[CH2:23][CH2:24][NH:25][CH2:26][CH2:27]2)[cH:17][cH:18][cH:19][cH:20][cH:21]1>>[OH:1][CH:3]([CH2:2][N:25]1[CH2:24][CH2:23][CH:22]([c:16]2[cH:17][cH:18][cH:19][cH:20][cH:21]2)[CH2:27][CH2:26]1)[CH2:4][O:5][c:6]1[cH:7][cH:8][cH:9][c:10]2[cH:11][cH:12][cH:13][cH:14][c:15]12.